From a dataset of the Open Reaction Database (ORD), a public repository of structured organic reaction records. describe an organic reaction: reactants, conditions, products, and yield Starting materials: ClCCCN1C2=C(SCC1)C=C(C=C2)[N+](=O)[O-] (4-(3-chloropropyl)-7-nitro-3,4-dihydro-2H-benzo[b][1,4]thiazine), N1CCCC1 (pyrrolidine), C([O-])([O-])=O.[K+].[K+] (potassium carbonate), [I-].[K+] (potassium iodide). Solvent: O (water), C(C)#N (acetonitrile). Run at temperature 60 celsius, time 18 hour. Yields the product [N+](=O)([O-])C=1C=CC2=C(SCCN2CCCN2CCCC2)C1 (7-Nitro-4-(3-(pyrrolidin-1-yl)propyl)-3,4-dihydro-2H-benzo[b][1,4]thiazine). Yield: 93.6%. Reaction SMILES: Cl[CH2:2][CH2:3][CH2:4][N:5]1[CH2:10][CH2:9][S:8][C:7]2[CH:11]=[C:12]([N+:15]([O-:17])=[O:16])[CH:13]=[CH:14][C:6]1=2.[NH:18]1[CH2:22][CH2:21][CH2:20][CH2:19]1.C(=O)([O-])[O-].[K+].[K+].[I-].[K+]>C(#N)C.O>[N+:15]([C:12]1[CH:13]=[CH:14][C:6]2[N:5]([CH2:4][CH2:3][CH2:2][N:18]3[CH2:22][CH2:21][CH2:20][CH2:19]3)[CH2:10][CH2:9][S:8][C:7]=2[CH:11]=1)([O-:17])=[O:16] |f:2.3.4,5.6|. Procedure details: A solution of 4-(3-chloropropyl)-7-nitro-3,4-dihydro-2H-benzo[b][1,4]thiazine (0.54 g, 1.980 mmol) in dry acetonitrile (20 mL) was treated with pyrrolidine (1.637 mL, 19.80 mmol), potassium carbonate (2.74 g, 19.80 mmol), and potassium iodide (0.657 g, 3.96 mmol) at room temperature. The resulting mixture was stirred at 60° C. overnight (18 hours). The reaction was brought to room temperature and diluted with water (50 mL), and the product was extracted into ethyl acetate (2×25 mL). The combined... Reactants: Boc-anhydride, S(C)(=O)(=O)[O-] (mesylate), 2-(N-Boc-N-methylamono)ethanol, N1C=NC=C1 (imidazole), [Li+].C[Si](C)(C)[N-][Si](C)(C)C (LiHMDS). The product is CNCCN1C=NC=C1 (1-[2-(N-methylamino)ethyl]imidazole). RXN SMILES: S([O-])(=O)(=O)C.[NH:6]1[CH:10]=[CH:9][N:8]=[CH:7]1.[Li+].C[Si]([N-][Si](C)(C)C)(C)C>>[CH3:7][NH:6][CH2:10][CH2:9][N:6]1[CH:10]=[CH:9][N:8]=[CH:7]1 |f:2.3|. Procedure details: 1-[2-(N-methylamino)ethyl]imidazole was synthesized from the mesylate of 2-(N-Boc-N-methylamono)ethanol, which was allowed to react with imidazole in the presence of LiHMDS. The starting material was prepared by selective protection of amino group with Boc-anhydride in the presence of Al2O3 according to the procedure described in literature (Yadar, V. K.; Ganesh Babu, K. J. Org. Chem. 2004, 69, 577-580).